Dataset: the Open Reaction Database (ORD), a public repository of structured organic reaction records. Task: describe an organic reaction: reactants, conditions, products, and yield The reactants are COc1ccc2ccccc2c1 (substrate), C[Si](C)(C)Oc3ccc([Li])cc3 (effective_coupling_partner). The reagents and catalysts are SIMes. Run at temperature 25 celsius, time 12 hour. Yields the product C[Si](C)(C)Oc3ccc(c2ccc1ccccc1c2)cc3. The reactants are N1(C=NC=C1)C1=CC=C(C=C1)C(=O)C1CCN(CC1)CCC1=CC(=C(C=C1)OC)OC ([4-(1H-imidazol-1-yl)phenyl][1-[2-(3,4-dimethoxyphenyl)ethyl]-4-piperidinyl]methanone), [BH4-].[Na+] (sodium borohydride), O (Water). Run in CO (methanol). Product: N1(C=NC=C1)C1=CC=C(C=C1)C(O)C1CCN(CC1)CCC1=CC(=C(C=C1)OC)OC (α-[4-(1H-imidazol-1-yl)phenyl]-1-[2-(3,4-dimethoxyphenyl)ethyl]-4-piperidine methanol). Yield: 48.8%. As a reaction SMILES: [N:1]1([C:6]2[CH:11]=[CH:10][C:9]([C:12]([CH:14]3[CH2:19][CH2:18][N:17]([CH2:20][CH2:21][C:22]4[CH:27]=[CH:26][C:25]([O:28][CH3:29])=[C:24]([O:30][CH3:31])[CH:23]=4)[CH2:16][CH2:15]3)=[O:13])=[CH:8][CH:7]=2)[CH:5]=[CH:4][N:3]=[CH:2]1.[BH4-].[Na+].O>CO>[N:1]1([C:6]2[CH:11]=[CH:10][C:9]([CH:12]([CH:14]3[CH2:19][CH2:18][N:17]([CH2:20][CH2:21][C:22]4[CH:27]=[CH:26][C:25]([O:28][CH3:29])=[C:24]([O:30][CH3:31])[CH:23]=4)[CH2:16][CH2:15]3)[OH:13])=[CH:8][CH:7]=2)[CH:5]=[CH:4][N:3]=[CH:2]1 |f:1.2|. Procedure: To a stirred solution of [4-(1H-imidazol-1-yl)phenyl][1-[2-(3,4-dimethoxyphenyl)ethyl]-4-piperidinyl]methanone (5.90 g, 14.1 mmol) in methanol (100 ml) at 0° C. was added sodium borohydride (1.80 g, 47.6 g mmol) in three equal portions over a 24 hour period. Water was added and the solution was concentrated to a white suspension. This aqueous suspension was extracted twice with dichloromethane. The combined organic layers were dried (MgSO4), and filtered through a pad of silica gel (eluting with... The reactants are CCN=C=NCCCN(C)C, CCN(C(C)C)C(C)C, Cl, Cl, O=C(c1cc(F)ccc1C(F)(F)F)N1CCNCC1, CN(C)C=O, O, On1nnc2ccccc21, O=C(O)CC(=O)Nc1ccc(-c2ccccc2)cc1. The product is O=C(CC(=O)N1CCN(C(=O)c2cc(F)ccc2C(F)(F)F)CC1)Nc1ccc(-c2ccccc2)cc1. Reaction SMILES: [CH3:39][CH2:40][N:41]=[C:42]=[N:43][CH2:44][CH2:45][CH2:46][N:47]([CH3:48])[CH3:49].[CH:11]([N:12]([CH2:13][CH3:14])[CH:15]([CH3:16])[CH3:17])([CH3:18])[CH3:19].[ClH:50].[ClH:51].[F:52][C:53]([c:54]1[c:55]([C:61](=[O:62])[N:63]2[CH2:64][CH2:65][NH:66][CH2:67][CH2:68]2)[cH:56][c:57]([F:60])[cH:58][cH:59]1)([F:69])[F:70].[O:71]=[CH:72][N:73]([CH3:74])[CH3:75].[OH2:76].[OH:1][n:2]1[c:3]2[c:4]([cH:5][cH:6][cH:7][cH:8]2)[n:9][n:10]1.[c:20]1(-[c:33]2[cH:34][cH:35][cH:36][cH:37][cH:38]2)[cH:21][cH:22][c:23]([NH:26][C:27]([CH2:28][C:29](=[O:30])[OH:31])=[O:32])[cH:24][cH:25]1>>[c:20]1(-[c:33]2[cH:34][cH:35][cH:36][cH:37][cH:38]2)[cH:21][cH:22][c:23]([NH:26][C:27]([CH2:28][C:29](=[O:31])[N:66]2[CH2:65][CH2:64][N:63]([C:61]([c:55]3[c:54]([C:53]([F:52])([F:69])[F:70])[cH:59][cH:58][c:57]([F:60])[cH:56]3)=[O:62])[CH2:68][CH2:67]2)=[O:32])[cH:24][cH:25]1.